This data is from the Open Reaction Database (ORD), a public repository of structured organic reaction records. The task is: describe an organic reaction: reactants, conditions, products, and yield The reactants are CS(=O)(=O)N1CCc2ccc(Br)cc2C1, O=C([O-])[O-], C1COCCO1, CO, CCOCC, [K+], [K+], CC(=O)[O-], CC(=O)[O-], OB(O)c1ccc(F)cc1, [Pd+2], c1ccc(P(c2ccccc2)c2ccccc2)cc1. Product: CS(=O)(=O)N1CCc2ccc(-c3ccc(F)cc3)cc2C1. Reaction SMILES: [Br:1][c:2]1[cH:3][cH:4][c:5]2[c:10]([cH:11]1)[CH2:9][N:8]([S:12](=[O:13])(=[O:14])[CH3:15])[CH2:7][CH2:6]2.[C:26](=[O:27])([O-:28])[O-:29].[CH2:53]1[O:54][CH2:55][CH2:56][O:57][CH2:58]1.[CH3:51][OH:52].[CH3:59][CH2:60][O:61][CH2:62][CH3:63].[K+:30].[K+:31].[O-:65][C:66]([CH3:67])=[O:68].[O-:69][C:70]([CH3:71])=[O:72].[OH:16][B:17]([OH:18])[c:19]1[cH:20][cH:21][c:22]([F:23])[cH:24][cH:25]1.[Pd+2:64].[c:32]1([P:33]([c:34]2[cH:35][cH:36][cH:37][cH:38][cH:39]2)[c:40]2[cH:41][cH:42][cH:43][cH:44][cH:45]2)[cH:46][cH:47][cH:48][cH:49][cH:50]1>>[c:2]1(-[c:19]2[cH:20][cH:21][c:22]([F:23])[cH:24][cH:25]2)[cH:3][cH:4][c:5]2[c:10]([cH:11]1)[CH2:9][N:8]([S:12](=[O:13])(=[O:14])[CH3:15])[CH2:7][CH2:6]2. Reactants: Cc1c(Cl)c(C(F)(F)F)nn1C(C)C(=O)O, Cl, O=C(Cc1ccsc1)N1CCC(c2nc(CCc3ccccc3)cs2)CC1, c1ccc(CCc2csc(C3CCNCC3)n2)cc1. RXN SMILES: [Cl:48][c:49]1[c:50]([C:60]([F:61])([F:62])[F:63])[n:51][n:52]([CH:55]([C:56](=[O:57])[OH:58])[CH3:59])[c:53]1[CH3:54].[ClH:1].[c:21]1([CH2:22][CH2:23][c:24]2[n:25][c:26]([CH:27]3[CH2:28][CH2:29][N:30]([C:31](=[O:32])[CH2:33][c:34]4[cH:35][cH:36][s:37][cH:38]4)[CH2:39][CH2:40]3)[s:41][cH:42]2)[cH:43][cH:44][cH:45][cH:46][cH:47]1.[c:2]1([CH2:8][CH2:9][c:10]2[n:11][c:12]([CH:15]3[CH2:16][CH2:17][NH:18][CH2:19][CH2:20]3)[s:13][cH:14]2)[cH:3][cH:4][cH:5][cH:6][cH:7]1>>[c:2]1([CH2:8][CH2:9][c:10]2[n:11][c:12]([CH:15]3[CH2:16][CH2:17][N:18]([C:56]([CH:55]([n:52]4[n:51][c:50]([C:60]([F:61])([F:62])[F:63])[c:49]([Cl:48])[c:53]4[CH3:54])[CH3:59])=[O:57])[CH2:19][CH2:20]3)[s:13][cH:14]2)[cH:3][cH:4][cH:5][cH:6][cH:7]1. Yields the product Cc1c(Cl)c(C(F)(F)F)nn1C(C)C(=O)N1CCC(c2nc(CCc3ccccc3)cs2)CC1. Procedure: 2′-Methyl-5′-(5-methyl-1,3,4-oxadiazol-2-yl)-N-(2-trifluoromethylbenzyl)-1,1′-biphenyl-4-carboxamide was prepared from 2′-methyl-5′-(5-methyl-1,3,4-oxadiazol-2-yl)-1,1′-biphenyl-4-carboxylic acid and 2-trifluoromethylbenzylamine using method N. NMR; δH [2H6]—DMSO 9.23,(1H, t), 8.04,(2H, d), 7.91,(1H, dd), 7.78,(1H, d), 7.75,(1H, d), 7.67,(1H, t), 7.56,(4H, m), 7.49,(1H, t), 4.70,(2H, d), 2.57,(3H, s),2.33,(3H, s). LCMS; retention time 3.58 min, MH+ 452. As a reaction SMILES: [CH3:1][C:2]1[CH:7]=[CH:6][C:5]([C:8]2[O:9][C:10]([CH3:13])=[N:11][N:12]=2)=[CH:4][C:3]=1[C:14]1[CH:19]=[CH:18][C:17]([C:20]([OH:22])=O)=[CH:16][CH:15]=1.[F:23][C:24]([F:34])([F:33])[C:25]1[CH:32]=[CH:31][CH:30]=[CH:29][C:26]=1[CH2:27][NH2:28]>>[CH3:1][C:2]1[CH:7]=[CH:6][C:5]([C:8]2[O:9][C:10]([CH3:13])=[N:11][N:12]=2)=[CH:4][C:3]=1[C:14]1[CH:15]=[CH:16][C:17]([C:20]([NH:28][CH2:27][C:26]2[CH:29]=[CH:30][CH:31]=[CH:32][C:25]=2[C:24]([F:23])([F:33])[F:34])=[O:22])=[CH:18][CH:19]=1. Product: CC1=C(C=C(C=C1)C=1OC(=NN1)C)C1=CC=C(C=C1)C(=O)NCC1=C(C=CC=C1)C(F)(F)F (2′-Methyl-5′-(5-methyl-1,3,4-oxadiazol-2-yl)-N-(2-trifluoromethylbenzyl)-1,1′-biphenyl-4-carboxamide). Reactants: CC1=C(C=C(C=C1)C=1OC(=NN1)C)C1=CC=C(C=C1)C(=O)O (2′-methyl-5′-(5-methyl-1,3,4-oxadiazol-2-yl)-1,1′-biphenyl-4-carboxylic acid), FC(C1=C(CN)C=CC=C1)(F)F (2-trifluoromethylbenzylamine). The reactants are COC(=O)CNCc1ccc(-c2cc3c(Nc4ccc(OCc5ccccc5)cc4)ncnc3cn2)o1, CC(C)=O, Cl, [Na+], [OH-]. Product: Cl, O=C(O)CNCc1ccc(-c2cc3c(Nc4ccc(OCc5ccccc5)cc4)ncnc3cn2)o1. As a reaction SMILES: [CH3:2][O:3][C:4]([CH2:5][NH:6][CH2:7][c:8]1[o:9][c:10](-[c:13]2[cH:14][c:15]3[c:16]([n:17][cH:18][n:19][c:20]3[NH:21][c:22]3[cH:23][cH:24][c:25]([O:28][CH2:29][c:30]4[cH:31][cH:32][cH:33][cH:34][cH:35]4)[cH:26][cH:27]3)[cH:36][n:37]2)[cH:11][cH:12]1)=[O:38].[CH3:41][C:42](=[O:43])[CH3:44].[ClH:1].[Na+:40].[OH-:39]>>[ClH:1].[O:3]=[C:4]([CH2:5][NH:6][CH2:7][c:8]1[o:9][c:10](-[c:13]2[cH:14][c:15]3[c:16]([n:17][cH:18][n:19][c:20]3[NH:21][c:22]3[cH:23][cH:24][c:25]([O:28][CH2:29][c:30]4[cH:31][cH:32][cH:33][cH:34][cH:35]4)[cH:26][cH:27]3)[cH:36][n:37]2)[cH:11][cH:12]1)[OH:38]. Starting materials: C1(=CC=CC=C1)C1=NN2C(C=CC=C2)=C1C=CC(=O)OC (methyl 3-(2-phenylpyrazolo[1,5-a]pyridin-3-yl)acrylate). The solvent is [OH-].[Na+] (sodium hydroxide), CO (methanol). Yields the product C1(=CC=CC=C1)C1=NN2C(C=CC=C2)=C1C=CC(=O)O (3-(2-phenylpyrazolo[1,5-a]-pyridin-3-yl) acrylic acid). The yield is 68.9%. As a reaction SMILES: [C:1]1([C:7]2[C:15]([CH:16]=[CH:17][C:18]([O:20]C)=[O:19])=[C:10]3[CH:11]=[CH:12][CH:13]=[CH:14][N:9]3[N:8]=2)[CH:6]=[CH:5][CH:4]=[CH:3][CH:2]=1>[OH-].[Na+].CO>[C:1]1([C:7]2[C:15]([CH:16]=[CH:17][C:18]([OH:20])=[O:19])=[C:10]3[CH:11]=[CH:12][CH:13]=[CH:14][N:9]3[N:8]=2)[CH:2]=[CH:3][CH:4]=[CH:5][CH:6]=1 |f:1.2|. Procedure: A mixture of methyl 3-(2-phenylpyrazolo[1,5-a]pyridin-3-yl)acrylate (trans isomer) (4.05 g) in 1N sodium hydroxide solution (58.3 ml) and methanol (80 ml) was refluxed for 1 hour and evaporated in vacuo. The residue was dissolved in water and washed with chloroform. The aqueous layer was acidified with 1N hydrochloric acid. The resulting precipitates were filtered and recrystallized from isopropyl alcohol to give crystals of 3-(2-phenylpyrazolo[1,5-a]-pyridin-3-yl) acrylic acid (2.65 g). Procedure details: [1,3-bis-(2,4,6-Trimethylphenyl-2-imidazolidinylidene)dichloro(phenylmethylene)-(tricyclohexylphosphine)ruthenium] (Grubbs second generation catalyst) (2.62 g, 3.09 mmol) was added to a solution of benzyl (1R)-1-{[[2-(2,3-difluorophenyl)prop-2-enyl](2,4-dimethoxybenzyl)amino]carbonyl}but-3-enylcarbamate (6.8 g, 12.35 mmol) in dichloromethane (1800 mL) and the solution was heated to 40° C. After 48 h, additional catalyst was added (0.52 g, 0.61 mmol) and the reaction continued to heat at 40° C. f... The yield is 57.5%. Reaction conditions: temperature 40 celsius, time 48 hour. The product is FC1=C(C=CC=C1F)C1=CC[C@H](C(N(C1)CC1=C(C=C(C=C1)OC)OC)=O)NC(OCC1=CC=CC=C1)=O (Benzyl (3R)-6-(2,3-difluorophenyl)-1-(2,4-dimethoxybenzyl)-2-oxo-2,3,4,7-tetrahydro-1H-azepin-3-ylcarbamate). RXN SMILES: [F:1][C:2]1[C:7]([F:8])=[CH:6][CH:5]=[CH:4][C:3]=1[C:9](=[CH2:40])[CH2:10][N:11]([CH2:29][C:30]1[CH:35]=[CH:34][C:33]([O:36][CH3:37])=[CH:32][C:31]=1[O:38][CH3:39])[C:12]([C@H:14]([NH:18][C:19](=[O:28])[O:20][CH2:21][C:22]1[CH:27]=[CH:26][CH:25]=[CH:24][CH:23]=1)[CH2:15]C=C)=[O:13]>Cl[Ru](=C1N(C2C(C)=CC(C)=CC=2C)CCN1C1C(C)=CC(C)=CC=1C)(Cl)(=CC1C=CC=CC=1)[P](C1CCCCC1)(C1CCCCC1)C1CCCCC1.ClCCl>[F:1][C:2]1[C:7]([F:8])=[CH:6][CH:5]=[CH:4][C:3]=1[C:9]1[CH2:10][N:11]([CH2:29][C:30]2[CH:35]=[CH:34][C:33]([O:36][CH3:37])=[CH:32][C:31]=2[O:38][CH3:39])[C:12](=[O:13])[C@H:14]([NH:18][C:19](=[O:28])[O:20][CH2:21][C:22]2[CH:27]=[CH:26][CH:25]=[CH:24][CH:23]=2)[CH2:15][CH:40]=1 |^1:73|. The reagents and catalysts are Cl[Ru]([P](C1CCCCC1)(C2CCCCC2)C3CCCCC3)(=CC4=CC=CC=C4)(Cl)=C5N(C6=C(C)C=C(C)C=C6C)CCN5C7=C(C)C=C(C)C=C7C (Grubbs second generation). The solvent is ClCCl (dichloromethane). The reactants are 1,3-bis-(2,4,6-Trimethylphenyl-2-imidazolidinylidene)dichloro(phenylmethylene)-(tricyclohexylphosphine)ruthenium, FC1=C(C=CC=C1F)C(CN(C(=O)[C@@H](CC=C)NC(OCC1=CC=CC=C1)=O)CC1=C(C=C(C=C1)OC)OC)=C (benzyl (1R)-1-{[[2-(2,3-difluorophenyl)prop-2-enyl](2,4-dimethoxybenzyl)amino]carbonyl}but-3-enylcarbamate). Starting materials: CC1=CC=C(C(=O)NC2=CC=CC=C2)C=C1 (4-methyl-N-phenylbenzamide), P(Cl)(Cl)(Cl)(Cl)Cl (PCl5), C(C)OC(C#N)=O (2-ethoxy-2-oxoacetonitrile), Cl[Sn](Cl)(Cl)Cl (SnCl4). The solvent is C1(=CC=CC=C1)C (toluene). Run at temperature 65 celsius, time 2 hour. The product is CC1=CC=C(C=C1)C1=NC2=CC=CC=C2C(=N1)C(=O)OCC (ethyl 2-(4-methylphenyl)quinazoline-4-carboxylate). As a reaction SMILES: [CH3:1][C:2]1[CH:16]=[CH:15][C:5]([C:6]([NH:8][C:9]2[CH:14]=[CH:13][CH:12]=[CH:11][CH:10]=2)=O)=[CH:4][CH:3]=1.P(Cl)(Cl)(Cl)(Cl)Cl.[CH2:23]([O:25][C:26](=[O:29])[C:27]#[N:28])[CH3:24].Cl[Sn](Cl)(Cl)Cl>C1(C)C=CC=CC=1>[CH3:1][C:2]1[CH:16]=[CH:15][C:5]([C:6]2[N:28]=[C:27]([C:26]([O:25][CH2:23][CH3:24])=[O:29])[C:14]3[C:9](=[CH:10][CH:11]=[CH:12][CH:13]=3)[N:8]=2)=[CH:4][CH:3]=1. Procedure details: Into a 100-mL 3-necked round-bottom flask purged and maintained with an inert atmosphere of nitrogen, was placed a solution of 4-methyl-N-phenylbenzamide (6 g, 28.40 mmol, 1.00 equiv) in toluene (60 mL) and PCl5 (7.13 g, 34.24 mmol, 1.20 equiv). The mixture was stirred for 2 h at 65° C. The mixture was concentrated under vacuum. The residue was diluted with 30 mL of PhCl. To the mixture was added 2-ethoxy-2-oxoacetonitrile (3.37 g, 34.01 mmol, 1.20 equiv), SnCl4 (12.5 g, 1.70 equiv). The resulti... Solvent: C1CCOC1 (THF). Conditions: time 2 hour. Yield: 35.1%. The reactants are ClC1=C(C(=O)OCC)C(=CC=C1)F (ethyl 2-chloro-6-fluorobenzoate), [Li+].CC(C)[N-]C(C)C (LDA), CN(C)C=O (DMF). Reported procedure: To a cold solution of ethyl 2-chloro-6-fluorobenzoate (0.500 g, 24.7 mmol) in THF (35 mL) was added LDA (6.6 g, 61.8 mmol) at −78° C. The reaction mixture was stirred for 2 h at same temperature, followed by addition of DMF (2.7 g, 37 mmol). The reaction mixture was further stirred for 2 h at same temperature. The reaction mass was quenched in dilute HCl, extracted with ethyl acetate and concentrated to afford crude product which was further purified by column chromatography eluting with EtOAC: ... Product: ClC1=CC=C(C(=C1C(=O)OCC)F)C=O (ethyl 6-chloro-2-fluoro-3-formylbenzoate). As a reaction SMILES: [Cl:1][C:2]1[CH:12]=[CH:11][CH:10]=[C:9]([F:13])[C:3]=1[C:4]([O:6][CH2:7][CH3:8])=[O:5].[Li+].CC([N-]C(C)C)C.CN([CH:25]=[O:26])C>C1COCC1>[Cl:1][C:2]1[C:3]([C:4]([O:6][CH2:7][CH3:8])=[O:5])=[C:9]([F:13])[C:10]([CH:25]=[O:26])=[CH:11][CH:12]=1 |f:1.2|.